The task is: describe an organic reaction: reactants, conditions, products, and yield. This data is from the Open Reaction Database (ORD), a public repository of structured organic reaction records. Reactants: C1CCC2=NCCCN2CC1, CS(C)=O, CC1NC(=O)OC1c1cccs1, O=C=NC1CCCCC1, O. The product is CC1C(c2cccs2)OC(=O)N1C(=O)NC1CCCCC1. Reaction SMILES: [CH2:26]1[CH2:27][CH2:28][C:29]2=[N:34][CH2:33][CH2:32][CH2:31][N:30]2[CH2:35][CH2:36]1.[CH3:1][S:2]([CH3:3])=[O:4].[CH3:5][CH:6]1[NH:7][C:8](=[O:16])[O:9][CH:10]1[c:11]1[s:12][cH:13][cH:14][cH:15]1.[CH:17]1([N:23]=[C:24]=[O:25])[CH2:18][CH2:19][CH2:20][CH2:21][CH2:22]1.[OH2:37]>>[CH3:5][CH:6]1[N:7]([C:24]([NH:23][CH:17]2[CH2:18][CH2:19][CH2:20][CH2:21][CH2:22]2)=[O:25])[C:8](=[O:16])[O:9][CH:10]1[c:11]1[s:12][cH:13][cH:14][cH:15]1. The reactants are N[C@H]1[C@@H](CCCC1)C(=O)OC (methyl trans-2-aminocyclohexanecarboxylate), COCC(=O)OC(C)C (isopropyl methoxyacetate). Solvent: CC(C)(C)OC (MTBE). Conditions: time 8 hour. The product is N[C@@H]1[C@H](CCCC1)C(=O)OC (methyl (1S,2S)-2-aminocyclohexanecarboxylate), methyl (1R,2R)-2-(2-methoxyacetylamino) cyclohexanecarboxylate. The yield is 46.7%. Reaction SMILES: [NH2:1][C@@H:2]1[CH2:7][CH2:6][CH2:5][CH2:4][C@H:3]1[C:8]([O:10][CH3:11])=[O:9].COCC(OC(C)C)=O>CC(OC)(C)C>[NH2:1][C@H:2]1[CH2:7][CH2:6][CH2:5][CH2:4][C@@H:3]1[C:8]([O:10][CH3:11])=[O:9]. Procedure: 50 g (0.32 mol) of methyl trans-2-aminocyclohexanecarboxylate were dissolved in 200 ml of MTBE and, after addition of 0.16 mol of isopropyl methoxyacetate and 0.5 g of Novozym 435 (Novo Nordisk), shaken at room temperature for 8 h. The enzyme was filtered off and then the solvent was removed and the residue was distilled under reduced pressure. 23.5 g of methyl (1S,2S)-2-aminocyclohexanecarboxylate and 35.2 g of methyl (1R,2R)-2-(2-methoxyacetylamino) cyclohexanecarboxylate were obtained, each w... Starting materials: CCC(C)Oc1ccc(-c2nc(-c3ccc(CO)cc3)no2)cc1C(F)(F)F, C[N+]1([O-])CCOCC1, CCC[N+](CCC)(CCC)CCC, CC#N. Product: CCC(C)Oc1ccc(-c2nc(-c3ccc(C=O)cc3)no2)cc1C(F)(F)F. Reaction SMILES: [CH3:1][CH:2]([CH2:3][CH3:4])[O:5][c:6]1[c:7]([C:25]([F:26])([F:27])[F:28])[cH:8][c:9](-[c:12]2[n:13][c:14](-[c:17]3[cH:18][cH:19][c:20]([CH2:23][OH:24])[cH:21][cH:22]3)[n:15][o:16]2)[cH:10][cH:11]1.[CH3:29][N+:30]1([O-:31])[CH2:32][CH2:33][O:34][CH2:35][CH2:36]1.[CH3:37][CH2:38][CH2:39][N+:40]([CH2:41][CH2:42][CH3:43])([CH2:44][CH2:45][CH3:46])[CH2:47][CH2:48][CH3:49].[CH3:50][C:51]#[N:52]>>[CH3:1][CH:2]([CH2:3][CH3:4])[O:5][c:6]1[c:7]([C:25]([F:26])([F:27])[F:28])[cH:8][c:9](-[c:12]2[n:13][c:14](-[c:17]3[cH:18][cH:19][c:20]([CH:23]=[O:24])[cH:21][cH:22]3)[n:15][o:16]2)[cH:10][cH:11]1.